From a dataset of the Open Reaction Database (ORD), a public repository of structured organic reaction records. describe an organic reaction: reactants, conditions, products, and yield Starting materials: Cc1cc(Cl)ccc1C(=O)O, O, O=[N+]([O-])O, O=S(=O)(O)O. As a reaction SMILES: [Cl:1][c:2]1[cH:3][c:4]([CH3:11])[c:5]([C:6](=[O:7])[OH:8])[cH:9][cH:10]1.[OH2:21].[OH:17][N+:18]([O-:19])=[O:20].[S:12](=[O:13])(=[O:14])([OH:15])[OH:16]>>[Cl:1][c:2]1[c:3]([N+:18](=[O:17])[O-:19])[c:4]([CH3:11])[c:5]([C:6](=[O:7])[OH:8])[cH:9][cH:10]1. Yields the product Cc1c(C(=O)O)ccc(Cl)c1[N+](=O)[O-].